Dataset: the Open Reaction Database (ORD), a public repository of structured organic reaction records. Task: describe an organic reaction: reactants, conditions, products, and yield Reaction SMILES: [CH2:41]([N+:42]([CH2:43][CH2:44][CH2:45][CH3:46])([CH2:47][CH2:48][CH2:49][CH3:50])[CH2:51][CH2:52][CH2:53][CH3:54])[CH2:55][CH2:56][CH3:57].[Cl:58][CH2:59][Cl:60].[F:1][C:2]([C:3]([CH2:4][OH:5])([OH:6])[c:7]1[cH:8][c:9]([F:16])[c:10]([O:13][CH2:14][CH3:15])[cH:11][cH:12]1)([F:17])[F:18].[Na+:35].[O:19]([c:20]1[cH:21][cH:22][cH:23][cH:24][cH:25]1)[c:26]1[cH:27][c:28]([CH2:29][Br:30])[cH:31][cH:32][cH:33]1.[OH-:34].[S:36]([O-:37])([OH:38])(=[O:39])=[O:40]>>[F:1][C:2]([C:3]([CH2:4][O:5][CH2:29][c:28]1[cH:27][c:26]([O:19][c:20]2[cH:21][cH:22][cH:23][cH:24][cH:25]2)[cH:33][cH:32][cH:31]1)([OH:6])[c:7]1[cH:8][c:9]([F:16])[c:10]([O:13][CH2:14][CH3:15])[cH:11][cH:12]1)([F:17])[F:18]. Yields the product CCOc1ccc(C(O)(COCc2cccc(Oc3ccccc3)c2)C(F)(F)F)cc1F. Starting materials: CCCC[N+](CCCC)(CCCC)CCCC, ClCCl, CCOc1ccc(C(O)(CO)C(F)(F)F)cc1F, [Na+], BrCc1cccc(Oc2ccccc2)c1, [OH-], O=S(=O)([O-])O. The reactants are CC(C)(C)OC(=O)NN, COc1cc(OC)c(-c2nc3ncccn3c2Nc2c(Cl)cccc2Cl)c(C(=O)O)c1, CN(C)C=O, O. Yields the product COc1cc(OC)c(-c2nc3ncccn3c2Nc2c(Cl)cccc2Cl)c(C(=O)NNC(=O)OC(C)(C)C)c1. Reaction SMILES: [C:32]([NH:33][NH2:34])(=[O:35])[O:36][C:37]([CH3:38])([CH3:39])[CH3:40].[Cl:1][c:2]1[c:3]([NH:9][c:10]2[c:11](-[c:19]3[c:20]([C:21](=[O:22])[OH:23])[cH:24][c:25]([O:30][CH3:31])[cH:26][c:27]3[O:28][CH3:29])[n:12][c:13]3[n:14]2[cH:15][cH:16][cH:17][n:18]3)[c:4]([Cl:8])[cH:5][cH:6][cH:7]1.[O:42]=[CH:43][N:44]([CH3:45])[CH3:46].[OH2:41]>>[Cl:1][c:2]1[c:3]([NH:9][c:10]2[c:11](-[c:19]3[c:20]([C:21](=[O:23])[NH:34][NH:33][C:32](=[O:35])[O:36][C:37]([CH3:38])([CH3:39])[CH3:40])[cH:24][c:25]([O:30][CH3:31])[cH:26][c:27]3[O:28][CH3:29])[n:12][c:13]3[n:14]2[cH:15][cH:16][cH:17][n:18]3)[c:4]([Cl:8])[cH:5][cH:6][cH:7]1.